From a dataset of the Open Reaction Database (ORD), a public repository of structured organic reaction records. describe an organic reaction: reactants, conditions, products, and yield Starting materials: Cl.C(C1=CC=CC=C1)N1CCC(CC1)C#N (1-Benzyl-piperidine-4-carbonitrile hydrochloride), CO (MeOH). Reaction conditions: time 3 hour. The product is Cl.COC(=N)C1CCN(CC1)CC1=CC=CC=C1 (1-benzyl-piperidine-4-carboximidic acid methyl ester hydrochloride). Isolated yield 113.0%. RXN SMILES: [ClH:1].[CH2:2]([N:9]1[CH2:14][CH2:13][CH:12]([C:15]#[N:16])[CH2:11][CH2:10]1)[C:3]1[CH:8]=[CH:7][CH:6]=[CH:5][CH:4]=1.[CH3:17][OH:18]>>[ClH:1].[CH3:17][O:18][C:15]([CH:12]1[CH2:13][CH2:14][N:9]([CH2:2][C:3]2[CH:8]=[CH:7][CH:6]=[CH:5][CH:4]=2)[CH2:10][CH2:11]1)=[NH:16] |f:0.1,3.4|. Procedure details: Dissolve 1-Benzyl-piperidine-4-carbonitrile hydrochloride (1.00 equiv; 57.3 mmoles; 13.57 g) in 75 mL MeOH and cool in ice bath. Saturate with HCl gas for 25 minutes, then remove ice bath and stir for 3 hours. Evaporate under reduced pressure to give 17.47 g (65.0 mmol, 113%) 1-benzyl-piperidine-4-carboximidic acid methyl ester hydrochloride. Reactants: Fc1cc(C2CCC(CCC3C=CCCC34OCCO4)CC2)cc(F)c1F, CCO, [H][H]. The product is Fc1cc(C2CCC(CCC3CCCCC34OCCO4)CC2)cc(F)c1F. As a reaction SMILES: [CH2:1]1[O:2][C:3]2([CH:4]([CH2:9][CH2:10][CH:11]3[CH2:12][CH2:13][CH:14]([c:17]4[cH:18][c:19]([F:25])[c:20]([F:24])[c:21]([F:23])[cH:22]4)[CH2:15][CH2:16]3)[CH:5]=[CH:6][CH2:7][CH2:8]2)[O:26][CH2:27]1.[CH3:30][CH2:31][OH:32].[H:28][H:29]>>[CH2:1]1[O:2][C:3]2([CH:4]([CH2:9][CH2:10][CH:11]3[CH2:12][CH2:13][CH:14]([c:17]4[cH:18][c:19]([F:25])[c:20]([F:24])[c:21]([F:23])[cH:22]4)[CH2:15][CH2:16]3)[CH2:5][CH2:6][CH2:7][CH2:8]2)[O:26][CH2:27]1. The product is C(C)(=O)C=1C(=C(C=CC1)N1CCN(CC1)CCCCOC1=CC=C2CCC(NC2=N1)=O)Cl (7-{4-[4-(3-Acetyl-2-chloro-phenyl)-piperazin-1-yl]-butoxy}-3,4-dihydro-1H-[1,8]naphthyridin-2-one). Procedure: In a manner similar to that of other examples above, 1-(2-chloro-3-piperazin-1-yl-phenyl)-ethanone trifluoroacetate was coupled by reductive amination to 4-(7-oxo-5,6,7,8-tetrahydro-[1,8]naphthyridin-2-yloxy)-butyraldehyde followed by typical workup and purification to give the title compound, mp 138–139° C. MS: APCI: M+1: 457.2 (Exact Mass: 456.19). Reactants: FC(C(=O)O)(F)F.ClC1=C(C=CC=C1N1CCNCC1)C(C)=O (1-(2-chloro-3-piperazin-1-yl-phenyl)-ethanone trifluoroacetate), O=C1CCC=2C=CC(=NC2N1)OCCCC=O (4-(7-oxo-5,6,7,8-tetrahydro-[1,8]naphthyridin-2-yloxy)-butyraldehyde). As a reaction SMILES: FC(F)(F)C(O)=O.[Cl:8][C:9]1[C:14]([N:15]2[CH2:20][CH2:19][NH:18][CH2:17][CH2:16]2)=[CH:13][CH:12]=[CH:11][C:10]=1[C:21](=[O:23])[CH3:22].[O:24]=[C:25]1[NH:34][C:33]2[N:32]=[C:31]([O:35][CH2:36][CH2:37][CH2:38][CH:39]=O)[CH:30]=[CH:29][C:28]=2[CH2:27][CH2:26]1>>[C:21]([C:10]1[C:9]([Cl:8])=[C:14]([N:15]2[CH2:20][CH2:19][N:18]([CH2:39][CH2:38][CH2:37][CH2:36][O:35][C:31]3[N:32]=[C:33]4[C:28]([CH2:27][CH2:26][C:25](=[O:24])[NH:34]4)=[CH:29][CH:30]=3)[CH2:17][CH2:16]2)[CH:13]=[CH:12][CH:11]=1)(=[O:23])[CH3:22] |f:0.1|. Starting materials: CC(=O)[O-], CCO, O=C1CC(=O)CC(c2cc(Cl)sc2Cl)C1, [NH4+]. Yields the product NC1=CC(=O)CC(c2cc(Cl)sc2Cl)C1. RXN SMILES: [CH3:17][C:18](=[O:19])[O-:20].[CH3:21][CH2:22][OH:23].[Cl:1][c:2]1[s:3][c:4]([Cl:15])[cH:5][c:6]1[CH:7]1[CH2:8][C:9](=[O:14])[CH2:10][C:11](=[O:13])[CH2:12]1.[NH4+:16]>>[Cl:1][c:2]1[s:3][c:4]([Cl:15])[cH:5][c:6]1[CH:7]1[CH2:8][C:9](=[O:14])[CH:10]=[C:11]([NH2:16])[CH2:12]1.